Dataset: the Open Reaction Database (ORD), a public repository of structured organic reaction records. Task: describe an organic reaction: reactants, conditions, products, and yield The reactants are C1COCCN1, CO, C=Cc1ccc(CCl)cc1. Product: C=Cc1ccc(CN2CCOCC2)cc1. As a reaction SMILES: [CH2:11]1[CH2:12][O:13][CH2:14][CH2:15][NH:16]1.[CH3:17][OH:18].[CH:1](=[CH2:2])[c:3]1[cH:4][cH:5][c:6]([CH2:7][Cl:8])[cH:9][cH:10]1>>[CH:1](=[CH2:2])[c:3]1[cH:4][cH:5][c:6]([CH2:7][N:16]2[CH2:11][CH2:12][O:13][CH2:14][CH2:15]2)[cH:9][cH:10]1.